Dataset: the Open Reaction Database (ORD), a public repository of structured organic reaction records. Task: describe an organic reaction: reactants, conditions, products, and yield Starting materials: CN(C=O)C (N,N-dimethylformamide), C(C1=CC=CC=C1)OC1=CC(=C(C=O)C=C1)O (4-benzyloxy-2-hydroxybenzaldehyde), BrCC(=O)OCC (ethyl bromoacetate), C([O-])([O-])=O.[K+].[K+] (potassium carbonate). Run in O (water). Run at temperature 125 celsius, time 3 hour. Product: C(C)OC(=O)C=1OC2=C(C1)C=CC(=C2)OCC2=CC=CC=C2 (6-Benzyloxy-benzofuran-2-carboxylic acid ethyl ester). Isolated yield 76.3%. Reaction SMILES: CN(C)C=O.[CH2:6]([O:13][C:14]1[CH:21]=[CH:20][C:17]([CH:18]=O)=[C:16]([OH:22])[CH:15]=1)[C:7]1[CH:12]=[CH:11][CH:10]=[CH:9][CH:8]=1.Br[CH2:24][C:25]([O:27][CH2:28][CH3:29])=[O:26].C(=O)([O-])[O-].[K+].[K+]>O>[CH2:28]([O:27][C:25]([C:24]1[O:22][C:16]2[CH:15]=[C:14]([O:13][CH2:6][C:7]3[CH:12]=[CH:11][CH:10]=[CH:9][CH:8]=3)[CH:21]=[CH:20][C:17]=2[CH:18]=1)=[O:26])[CH3:29] |f:3.4.5|. Procedure details: To a N,N-dimethylformamide (200 mL) solution of 4-benzyloxy-2-hydroxybenzaldehyde (18.6 g, 81.4 mmol) were added ethyl bromoacetate (9.94 mL, 89.6 mmol) and potassium carbonate (22.6 g, 163 mmol) at room temperature, which was stirred at 125° C. for 3 hours. To the reaction mixture was added water at room temperature followed by extraction with ethyl acetate. After washing the organic layer with water and sat. NaCl, the organic layer was dried over anhydrous magnesium sulfate and filtered follow...